Dataset: the Open Reaction Database (ORD), a public repository of structured organic reaction records. Task: describe an organic reaction: reactants, conditions, products, and yield The reactants are [BH4-].[Na+] (NaBH4), BrC1=CC=C(C=C1)N1CCC(CC1)=O (1-(4-Bromophenyl)piperidin-4-one), C(=O)(O)[O-].[Na+] (NaHCO3). Run in CO (MeOH). Conditions: temperature 0 celsius, time 2 hour. Product: BrC1=CC=C(C=C1)N1CCC(CC1)O (1-(4-Bromophenyl)piperidin-4-ol). Reaction SMILES: [Br:1][C:2]1[CH:7]=[CH:6][C:5]([N:8]2[CH2:13][CH2:12][C:11](=[O:14])[CH2:10][CH2:9]2)=[CH:4][CH:3]=1.[BH4-].[Na+].C([O-])(O)=O.[Na+]>CO>[Br:1][C:2]1[CH:7]=[CH:6][C:5]([N:8]2[CH2:9][CH2:10][CH:11]([OH:14])[CH2:12][CH2:13]2)=[CH:4][CH:3]=1 |f:1.2,3.4|. Procedure: 1-(4-Bromophenyl)piperidin-4-one (765 mg) is dissolved under argon in MeOH (8 mL), cooled to 0° C. and treated with NaBH4 (145 mg). The mixture is stirred for 2 hours at 0° C., treated with saturated aqueous NaHCO3 solution and stirred for 10 minutes. Then the mixture is extracted with ethylacetate and the organic phase is washed with brine and dried (MgSO4). The solvents are evaporated to give the title compound. LC (method 2): tR=0.92 min; Mass spectrum (ESI+): m/z=256 [M+H]+. Reactants: O=C1C=2C=CC(=CC2CCC1)OS(=O)(=O)C(F)(F)F (trifluoro-methanesulfonic acid 5-oxo-5,6,7,8-tetrahydro-naphthalen-2-yl ester), FC=1C=C(C=CC1F)B(O)O (3,4-difluorophenyl boronic acid). The product is FC=1C=C(C=CC1F)C=1C=C2CCCC(C2=CC1)=O (6-(3,4-difluorophenyl)-3,4-dihydronaphthalen-1(2H)-one). Reaction SMILES: [O:1]=[C:2]1[CH2:11][CH2:10][CH2:9][C:8]2[CH:7]=[C:6](OS(C(F)(F)F)(=O)=O)[CH:5]=[CH:4][C:3]1=2.[F:20][C:21]1[CH:22]=[C:23](B(O)O)[CH:24]=[CH:25][C:26]=1[F:27]>>[F:20][C:21]1[CH:22]=[C:23]([C:6]2[CH:7]=[C:8]3[C:3](=[CH:4][CH:5]=2)[C:2](=[O:1])[CH2:11][CH2:10][CH2:9]3)[CH:24]=[CH:25][C:26]=1[F:27]. Procedure details: The title compound was prepared from trifluoro-methanesulfonic acid 5-oxo-5,6,7,8-tetrahydro-naphthalen-2-yl ester and 3,4-difluorophenyl boronic acid according to the coupling procedure as described in example 6. MS (ESI) m/z 259. The reactants are Br, CCOC(C)=O, COCc1ccc(C(=O)NCC#N)cc1. The product is CCOC(C#N)NC(=O)c1ccc(COC)cc1. As a reaction SMILES: [Br:16].[CH3:17][CH2:18][O:19][C:20](=[O:21])[CH3:22].[CH3:1][O:2][CH2:3][c:4]1[cH:5][cH:6][c:7]([C:8](=[O:9])[NH:10][CH2:11][C:12]#[N:13])[cH:14][cH:15]1>>[CH3:1][O:2][CH2:3][c:4]1[cH:5][cH:6][c:7]([C:8](=[O:9])[NH:10][CH:11]([C:12]#[N:13])[O:19][CH2:18][CH3:17])[cH:14][cH:15]1. The reactants are COCOC=1C=C(C=O)C=CC1OCOC (3,4-bis-methoxymethoxy-benzaldehyde), [Br-].COC(=O)C1=CC=C(C[P+](C2=CC=CC=C2)(C2=CC=CC=C2)C2=CC=CC=C2)C=C1 ((4-methoxycarbonyl-benzyl)-triphenyl-phosphonium bromide), [O-]CC.[Li+] (lithium ethoxide). The solvent is CCO (EtOH). Conditions: time 2 hour. The product is C(C)OC(C1=CC=C(C=C1)C=CC1=CC(=C(C=C1)OCOC)OCOC)=O (4-[2-(3,4-Bis-methoxymethoxy-phenyl)vinyl]-benzoic acid ethyl ester). Yield: 99.0%. Reaction SMILES: [CH3:1][O:2][CH2:3][O:4][C:5]1[CH:6]=[C:7]([CH:10]=[CH:11][C:12]=1[O:13][CH2:14][O:15][CH3:16])[CH:8]=O.[Br-].[CH3:18][O:19][C:20]([C:22]1[CH:47]=[CH:46][C:25]([CH2:26][P+](C2C=CC=CC=2)(C2C=CC=CC=2)C2C=CC=CC=2)=[CH:24][CH:23]=1)=[O:21].[O-][CH2:49]C.[Li+]>CCO>[CH2:18]([O:19][C:20](=[O:21])[C:22]1[CH:47]=[CH:46][C:25]([CH:26]=[CH:8][C:7]2[CH:10]=[CH:11][C:12]([O:13][CH2:14][O:15][CH3:16])=[C:5]([O:4][CH2:3][O:2][CH3:1])[CH:6]=2)=[CH:24][CH:23]=1)[CH3:49] |f:1.2,3.4|. Procedure details: To a mixture of 3,4-bis-methoxymethoxy-benzaldehyde (100 mmol) and (4-methoxycarbonyl-benzyl)-triphenyl-phosphonium bromide (100 mmol) in of EtOH (300 mL) at 0° C. was added slowly of a lithium ethoxide solution (101 mL, 1 M in EtOH). Upon the completion of the addition, the cold bath was removed and the reaction was allowed to warm to room temperature. The stirring was continued for additional 2 h. The solvent was then removed by rotary evaporation and residue was taken up to 500 mL of EtOAc an... Starting materials: C(C)OC(=O)C1CN(CCC1=O)C(C1=CC=CC=C1)=O (ethyl-1-benzoyl-4-oxo-3-piperidine carboxylate), CC(C)(C)[O-].[K+] (potassium tert-butylate), C(C=C)Br (allylbromide). The solvent is C(C)(C)(C)O (tert-butanol). Run at time 30 minute. Yields the product C(C)OC(=O)C1(CN(CCC1=O)C(C1=CC=CC=C1)=O)CC=C (ethyl-1-benzoyl-4-oxo-3-(2-propenyl)-3-piperidine carboxylate). Isolated yield 100.7%. Reaction SMILES: [CH2:1]([O:3][C:4]([CH:6]1[C:11](=[O:12])[CH2:10][CH2:9][N:8]([C:13](=[O:20])[C:14]2[CH:19]=[CH:18][CH:17]=[CH:16][CH:15]=2)[CH2:7]1)=[O:5])[CH3:2].[CH3:21][C:22]([O-])(C)[CH3:23].[K+].C(Br)C=C>C(O)(C)(C)C>[CH2:1]([O:3][C:4]([C:6]1([CH2:23][CH:22]=[CH2:21])[C:11](=[O:12])[CH2:10][CH2:9][N:8]([C:13](=[O:20])[C:14]2[CH:19]=[CH:18][CH:17]=[CH:16][CH:15]=2)[CH2:7]1)=[O:5])[CH3:2] |f:1.2|. Reported procedure: 1.16 g (4.22 mmol) of ethyl-1-benzoyl-4-oxo-3-piperidine carboxylate, 9 ml of tert-butanol and 0.57 g (4.93 mmol) of potassium tert-butylate (97 percent) were used at 25° C. and stirred for 30 minutes. Then 0.70 g (5.67 mmol) of allylbromide was instilled in 2 minutes. The mixture was stirred with reflux for 16 hours, the reaction mixture was concentrated by evaporation and divided between 30 ml of methylene chloride and 30 ml of water. The emulsion was adjusted to pH 7 with hydrochloric acid (1... Procedure: To a stirred and ice-cooled solution of potassium tert-butoxide (1.728 g, 14.626 mmol) in tert-butanol (50 ml), commercial 4-aminophenylacetonitrile (1.418 g, 10.7258 mmol) and 1-azido-2-fluoro-4-trifluoromethyl-benzene (2.000 g, 9.7507 mmol) are added under a nitrogen atmosphere and the reaction mixture is allowed to attain spontaneously room temperature (1 h) and finally refluxed for 6 h. The resulting reaction mixture is concentrated, added water, and extracted with ethylacetate (3×100 ml). T... RXN SMILES: CC(C)([O-])C.[K+].[NH2:7][C:8]1[CH:13]=[CH:12][C:11]([CH2:14][C:15]#[N:16])=[CH:10][CH:9]=1.[N:17]([C:20]1[CH:25]=[CH:24][C:23]([C:26]([F:29])([F:28])[F:27])=[CH:22][C:21]=1[F:30])=[N+:18]=[N-:19]>C(O)(C)(C)C>[NH2:7][C:8]1[CH:13]=[CH:12][C:11]([C:14]2[N:19]=[N:18][N:17]([C:20]3[CH:25]=[CH:24][C:23]([C:26]([F:28])([F:29])[F:27])=[CH:22][C:21]=3[F:30])[C:15]=2[NH2:16])=[CH:10][CH:9]=1 |f:0.1|. Reactants: CC(C)([O-])C.[K+] (potassium tert-butoxide), NC1=CC=C(C=C1)CC#N (4-aminophenylacetonitrile), N(=[N+]=[N-])C1=C(C=C(C=C1)C(F)(F)F)F (1-azido-2-fluoro-4-trifluoromethyl-benzene). The solvent is C(C)(C)(C)O (tert-butanol). The product is NC1=CC=C(C=C1)C1=C(N(N=N1)C1=C(C=C(C=C1)C(F)(F)F)F)N (5-(4-Amino-phenyl)-3-(2-fluoro-4-trifluoromethyl-phenyl)-3H-[1,2,3]triazol-4-ylamine). Isolated yield 21.3%.